From a dataset of the Open Reaction Database (ORD), a public repository of structured organic reaction records. describe an organic reaction: reactants, conditions, products, and yield Reactants: CCOC(=O)N1CCc2nnc(Cl)cc2C1, COCCOC, CNN. Yields the product CCOC(=O)N1CCc2nnc(N(C)N)cc2C1. Reaction SMILES: [CH2:1]([CH3:2])[O:3][C:4](=[O:5])[N:6]1[CH2:7][c:8]2[c:9]([n:10][n:11][c:12]([Cl:14])[cH:13]2)[CH2:15][CH2:16]1.[CH2:20]([CH2:21][O:22][CH3:23])[O:24][CH3:25].[CH3:17][NH:18][NH2:19]>>[CH2:1]([CH3:2])[O:3][C:4](=[O:5])[N:6]1[CH2:7][c:8]2[c:9]([n:10][n:11][c:12]([N:18]([CH3:17])[NH2:19])[cH:13]2)[CH2:15][CH2:16]1.